Dataset: the Open Reaction Database (ORD), a public repository of structured organic reaction records. Task: describe an organic reaction: reactants, conditions, products, and yield Reactants: C(CC)O (n-propanol), [H-].[Na+] (sodium hydride), ClC=1SC2=C(N1)C(=CC(=C2N2C(NC(=CC2=O)C(F)(F)F)=O)F)Cl (3-[2,4-dichloro-6-fluorobenzothiazol-7-yl]-6-trifluoromethyl-2,4(1H,3H)-pyrimidinedione). Solvent: O1CCCC1 (tetrahydrofuran). Conditions: time 30 minute. Yields the product ClC1=CC(=C(C2=C1N=C(S2)OCCC)N2C(NC(=CC2=O)C(F)(F)F)=O)F (3-[4-Chloro-6-fluoro-2-propoxybenzothiazol-7-yl]-6-trifluoromethyl-2,4(1H,3H)-pyrimidinedione). Reaction SMILES: [CH2:1]([OH:4])[CH2:2][CH3:3].[H-].[Na+].Cl[C:8]1[S:9][C:10]2[C:16]([N:17]3[C:22](=[O:23])[CH:21]=[C:20]([C:24]([F:27])([F:26])[F:25])[NH:19][C:18]3=[O:28])=[C:15]([F:29])[CH:14]=[C:13]([Cl:30])[C:11]=2[N:12]=1>O1CCCC1>[Cl:30][C:13]1[C:11]2[N:12]=[C:8]([O:4][CH2:1][CH2:2][CH3:3])[S:9][C:10]=2[C:16]([N:17]2[C:22](=[O:23])[CH:21]=[C:20]([C:24]([F:26])([F:27])[F:25])[NH:19][C:18]2=[O:28])=[C:15]([F:29])[CH:14]=1 |f:1.2|. Procedure details: 108 ml of absolute n-propanol were added dropwise at room temperature to 1.1 g of sodium hydride (97% strength) in 40 ml of absolute tetrahydrofuran. Stirring was carried out for 30 minutes, after which 7.0 g of 3-[2,4-dichloro-6-fluorobenzothiazol-7-yl]-6-trifluoromethyl-2,4(1H,3H)-pyrimidinedione (compound I.4) were slowly added. Stirring was carried out for 12 hours, after which the solvent was distilled off at reduced pressure and the residue was then taken up in water. 10% strength hydrochl... Starting materials: [Sn](Cl)Cl (Tin(II) chloride), C1(=CC=CC=C1)S(=O)(=O)NC(CC(=O)OCC)C1=CC(=CC=C1)[N+](=O)[O-] (ethyl 3-benzenesulphonylamino3-(3-nitrophenyl)-propionate), C(=O)(O)[O-].[Na+] (NaHCO3). The solvent is C(C)O (ethanol). Yields the product C1(=CC=CC=C1)S(=O)(=O)NC(CC(=O)OCC)C1=CC(=CC=C1)N (Ethyl 3-benzenesulphonylamino-3-(3-aminophenyl)-propionate). As a reaction SMILES: [Sn](Cl)Cl.[C:4]1([S:10]([NH:13][CH:14]([C:21]2[CH:26]=[CH:25][CH:24]=[C:23]([N+:27]([O-])=O)[CH:22]=2)[CH2:15][C:16]([O:18][CH2:19][CH3:20])=[O:17])(=[O:12])=[O:11])[CH:9]=[CH:8][CH:7]=[CH:6][CH:5]=1.C([O-])(O)=O.[Na+]>C(O)C>[C:4]1([S:10]([NH:13][CH:14]([C:21]2[CH:26]=[CH:25][CH:24]=[C:23]([NH2:27])[CH:22]=2)[CH2:15][C:16]([O:18][CH2:19][CH3:20])=[O:17])(=[O:11])=[O:12])[CH:5]=[CH:6][CH:7]=[CH:8][CH:9]=1 |f:2.3|. Procedure: Tin(II) chloride (4.77 g) was added to a solution of ethyl 3-benzenesulphonylamino3-(3-nitrophenyl)-propionate from II.4a (2.0 g) in 60 ml of ethanol and the reaction mixture was heated under reflux for 2 h. After cooling, the solution was hydrolysed on ice and an NaHCO3 solution (5%) was added to pH=8. The mixture was then extracted with dichloromethane, and the org. phase was washed with NaCl, dried (MgSO4) and concentrated. A yellow oil was obtained (yield: 1.79 g). Starting materials: BrC1=CC=C(C(=N1)C(NC)=O)NC1=NC(=NC=C1C(F)(F)F)NC1=C(C=C(CP(OCC)(OCC2(COC2)CN2N=CC(=C2)B2OC(C(O2)(C)C)(C)C)=O)C=C1)OC (Ethyl (3-{[4-(4,4,5,5-tetramethyl-1,3,2-dioxaborolan-2-yl)-1H-pyrazol-1-yl]methyl}oxetan-3-yl)methyl (4-{[4-{[6-bromo-2-(methylcarbamoyl)pyridin-3-yl]amino}-5-(trifluoromethyl)pyrimidin-2-yl]amino}-3-methoxybenzyl)phosphonate), CC1(OB(OC1(C)C)C=1C=NN(C1)CC1(COC1)CO)C ((3-{[4-(4,4,5,5-tetramethyl-1,3,2-dioxaborolan-2-yl)-1H-pyrazol-1-yl]methyl}oxetan-3-yl)methanol), CC1(OB(OC1(C)C)C=1C=NN(C1)CC1(COC1)CO)C ((3-{[4-(4,4,5,5-tetramethyl-1,3,2-dioxaborolan-2-yl)-1H-pyrazol-1-yl]methyl}oxetan-3-yl)methanol), BrC1=CC=C(C(=N1)C(NC)=O)NC1=NC(=NC=C1C(F)(F)F)NC1=C(C(=C(CP(OCC)(O)=O)C=C1)Cl)OC (ethyl hydrogen (4-{[4-{[6-bromo-2-(methylcarbamoyl)pyridin-3-yl]amino}-5-(trifluoromethyl)pyrimidin-2-yl]amino}-2-chloro-3-methoxybenzyl)phosphonate), BrC1=CC=C(C(=N1)C(NC)=O)NC1=NC(=NC=C1C(F)(F)F)NC1=C(C(=C(CP(OCC)(O)=O)C=C1)Cl)OC (ethyl hydrogen (4-{[4-{[6-bromo-2-(methylcarbamoyl)pyridin-3-yl]amino}-5-(trifluoromethyl)pyrimidin-2-yl]amino}-2-chloro-3-methoxybenzyl)phosphonate), mixture. The product is BrC1=CC=C(C(=N1)C(NC)=O)NC1=NC(=NC=C1C(F)(F)F)NC1=C(C(=C(CP(OCC)(OCC2(COC2)CN2N=CC(=C2)B2OC(C(O2)(C)C)(C)C)=O)C=C1)Cl)OC (ethyl (3-{[4-(4,4,5,5-tetramethyl-1,3,2-dioxaborolan-2-yl)-1H-pyrazol-1-yl]methyl}oxetan-3-yl)methyl (4-{[4-{[6-bromo-2-(methylcarbamoyl)pyridin-3-yl]amino}-5-(trifluoromethyl)pyrimidin-2-yl]amino}-2-chloro-3-methoxybenzyl)phosphonate). As a reaction SMILES: [Br:1][C:2]1[N:7]=[C:6]([C:8](=[O:11])[NH:9][CH3:10])[C:5]([NH:12][C:13]2[C:18]([C:19]([F:22])([F:21])[F:20])=[CH:17][N:16]=[C:15]([NH:23][C:24]3[CH:56]=[CH:55][C:27]([CH2:28][P:29](=[O:54])([O:33][CH2:34][C:35]4([CH2:39][N:40]5[CH:44]=[C:43]([B:45]6[O:49][C:48]([CH3:51])([CH3:50])[C:47]([CH3:53])([CH3:52])[O:46]6)[CH:42]=[N:41]5)[CH2:38][O:37][CH2:36]4)[O:30][CH2:31][CH3:32])=[CH:26][C:25]=3[O:57][CH3:58])[N:14]=2)=[CH:4][CH:3]=1.BrC1N=C(C(=O)NC)C(NC2C(C(F)(F)F)=CN=C(NC3C=CC(CP(=O)(O)OCC)=C([Cl:95])C=3OC)N=2)=CC=1.CC1(C)C(C)(C)OB(C2C=NN(CC3(CO)COC3)C=2)O1>>[Br:1][C:2]1[N:7]=[C:6]([C:8](=[O:11])[NH:9][CH3:10])[C:5]([NH:12][C:13]2[C:18]([C:19]([F:21])([F:20])[F:22])=[CH:17][N:16]=[C:15]([NH:23][C:24]3[CH:56]=[CH:55][C:27]([CH2:28][P:29](=[O:54])([O:33][CH2:34][C:35]4([CH2:39][N:40]5[CH:44]=[C:43]([B:45]6[O:49][C:48]([CH3:50])([CH3:51])[C:47]([CH3:53])([CH3:52])[O:46]6)[CH:42]=[N:41]5)[CH2:38][O:37][CH2:36]4)[O:30][CH2:31][CH3:32])=[C:26]([Cl:95])[C:25]=3[O:57][CH3:58])[N:14]=2)=[CH:4][CH:3]=1. Procedure details: Prepared analogously to Compound 44A using ethyl hydrogen (4-{[4-{[6-bromo-2-(methylcarbamoyl)pyridin-3-yl]amino}-5-(trifluoromethyl)pyrimidin-2-yl]amino}-2-chloro-3-methoxybenzyl)phosphonate (Compound 54B, 200 mg, 0.306 mmol) and (3-{[4-(4,4,5,5-tetramethyl-1,3,2-dioxaborolan-2-yl)-1H-pyrazol-1-yl]methyl}oxetan-3-yl)methanol (Compound 44B, 95 mg, 321 mmol) to afford 264 mg of the title compound as a racemic mixture (93%). MS (ESI): m/z=929.64/931.71 [M+H]+. UPLC: tR=1.67 min (UPLC-TOF: polar—2 ... The reactants are C(C)C1=NC=2CCCCC2C(=C1)OCC1=CC=C(C=C1)B(O)O (4-[(2-ethyl-5,6,7,8-tetrahydroquinolin-4-yl)oxymethyl]phenylboronic acid), C(C)C1=NC(=CC(=C1C(=O)OC)OCC1=CC=C(C(=O)OC)C=C1)CC (methyl 4-[(2,6-diethyl-3-methoxycarbonylpyridin-4-yloxy)methyl]benzoate), C(O)([O-])=O.[Na+] (sodium hydrogen carbonate), OO (Hydrogen peroxide). The reagents and catalysts are C=1C=CC(=CC1)[P](C=2C=CC=CC2)(C=3C=CC=CC3)[Pd]([P](C=4C=CC=CC4)(C=5C=CC=CC5)C=6C=CC=CC6)([P](C=7C=CC=CC7)(C=8C=CC=CC8)C=9C=CC=CC9)[P](C=1C=CC=CC1)(C=1C=CC=CC1)C=1C=CC=CC1 (tetrakis(triphenylphosphine)palladium). Run in CO (methanol), C1(=CC=CC=C1)C (toluene). Run at time 30 minute. The product is C(#N)C1=CC=C(C=C1)C=1C(=NC(=CC1OCC1=CC=CC=C1)C)C (3-(4-cyanophenyl)-2,6-dimethyl-4-(phenylmethoxy)pyridine). As a reaction SMILES: C(C1[CH:12]=[C:11](OCC2C=CC(B(O)O)=CC=2)[C:10]2[CH2:9][CH2:8]CC[C:5]=2[N:4]=1)C.[CH2:24]([C:26]1[C:31]([C:32](OC)=O)=[C:30]([O:36][CH2:37][C:38]2[CH:47]=[CH:46][C:41](C(OC)=O)=[CH:40][CH:39]=2)[CH:29]=[C:28]([CH2:48]C)[N:27]=1)C.C(=O)([O-])O.[Na+].OO>CO.C1C=CC([P]([Pd]([P](C2C=CC=CC=2)(C2C=CC=CC=2)C2C=CC=CC=2)([P](C2C=CC=CC=2)(C2C=CC=CC=2)C2C=CC=CC=2)[P](C2C=CC=CC=2)(C2C=CC=CC=2)C2C=CC=CC=2)(C2C=CC=CC=2)C2C=CC=CC=2)=CC=1.C1(C)C=CC=CC=1>[C:5]([C:10]1[CH:11]=[CH:12][C:32]([C:31]2[C:26]([CH3:24])=[N:27][C:28]([CH3:48])=[CH:29][C:30]=2[O:36][CH2:37][C:38]2[CH:39]=[CH:40][CH:41]=[CH:46][CH:47]=2)=[CH:8][CH:9]=1)#[N:4] |f:2.3,^1:62,64,83,102|. Reported procedure: A solution of compound C (188 mg) in methanol (1 ml) was added to a mixture of compound B (170 mg), tetrakis(triphenylphosphine)palladium (30 mg), 2M sodium hydrogen carbonate solution (2 ml) and toluene (10 ml). The mixture was heated under reflux for 12 hours and then allowed to cool. Hydrogen peroxide solution (30 wt. % solution in water; 0.1 ml) was added and the mixture was stirred for 30 minutes. The aqueous phase was separated and extracted with ethyl acetate (2×25 ml). The combined organ... Starting materials: NC1=NC(=CC(=[N+]1[O-])NC(=O)OC)N1CCC=CC1 (methyl 2-amino-6-[3,6-dihydro-1(2H)-pyridyl]-4-pyrimidinecarbamate-3-oxide), [OH-].[Na+] (sodium hydroxide), C(Cl)Cl (methylene chloride), C(=O)(Cl)Cl (phosgene). Solvent: C1(=CC=CC=C1)C (toluene), C(C)N(CC)CC (triethylamine), O (water). Conditions: temperature 0 celsius, time 30 minute. Yields the product N1(CCC=CC1)C1=NC=2N(C(=C1)NC(=O)OC)OC(N2)=O (methyl 5-[3,6-dihydro-1(2H)-pyridyl]-2-oxo-2H-[1,2,4]-oxadiazolo[2,3-a]pyrimidine-7-carbamate). Reaction SMILES: [NH2:1][C:2]1[N+:7]([O-:8])=[C:6]([NH:9][C:10]([O:12][CH3:13])=[O:11])[CH:5]=[C:4]([N:14]2[CH2:19][CH:18]=[CH:17][CH2:16][CH2:15]2)[N:3]=1.C(Cl)Cl.[C:23](Cl)(Cl)=[O:24].[OH-].[Na+]>C1(C)C=CC=CC=1.O.C(N(CC)CC)C>[N:14]1([C:4]2[CH:5]=[C:6]([NH:9][C:10]([O:12][CH3:13])=[O:11])[N:7]3[O:8][C:23](=[O:24])[N:1]=[C:2]3[N:3]=2)[CH2:15][CH:16]=[CH:17][CH2:18][CH2:19]1 |f:3.4|. Procedure: 53 Mg. of methyl 2-amino-6-[3,6-dihydro-1(2H)-pyridyl]-4-pyrimidinecarbamate-3-oxide are dissolved in 5 ml. of methylene chloride. The solution is cooled to 0° C. and treated with 0.2 ml. of triethylamine and 0.12 ml. of 20% phosgene in toluene. The mixture is stirred for 30 minutes and then treated with 0.5 ml. of concentrated sodium hydroxide and 10 ml. of water. After stirring for 15 minutes, the two phases are separated, and the organic phase is again washed with water. The combined aqueous ...